From a dataset of the Open Reaction Database (ORD), a public repository of structured organic reaction records. describe an organic reaction: reactants, conditions, products, and yield Starting materials: C=CCN, ClCCl, C, CN(C)Cc1nnc(CO)n1-c1ccc(Cl)cc1C(=O)c1ccccc1, [I-], [K+], [Na+], [OH-], O=S(=O)(Cl)Cl. The product is C=CCNCc1nnc(CN(C)C)n1-c1ccc(Cl)cc1C(=O)c1ccccc1. RXN SMILES: [CH2:33]([CH:34]=[CH2:35])[NH2:36].[CH2:41]([Cl:42])[Cl:43].[CH4:32].[Cl:1][c:2]1[cH:3][cH:4][c:5](-[n:16]2[c:17]([CH2:25][OH:26])[n:18][n:19][c:20]2[CH2:21][N:22]([CH3:23])[CH3:24])[c:6]([C:7](=[O:8])[c:9]2[cH:10][cH:11][cH:12][cH:13][cH:14]2)[cH:15]1.[I-:38].[K+:37].[Na+:40].[OH-:39].[S:27]([Cl:28])([Cl:29])(=[O:30])=[O:31]>>[Cl:1][c:2]1[cH:3][cH:4][c:5](-[n:16]2[c:17]([CH2:25][NH:36][CH2:33][CH:34]=[CH2:35])[n:18][n:19][c:20]2[CH2:21][N:22]([CH3:23])[CH3:24])[c:6]([C:7](=[O:8])[c:9]2[cH:10][cH:11][cH:12][cH:13][cH:14]2)[cH:15]1. Starting materials: C[SiH](C)Oc1cc(C(C)(C)C)ccc1Br, O=C1CCC2CN(C(=O)c3ccccc3)CCC2C1, C1CCOC1, [Cl-], [Mg], [NH4+], [Na+], [OH-]. Product: C[SiH](C)Oc1cc(C(C)(C)C)ccc1C1(O)CCC2CN(C(=O)c3ccccc3)CCC2C1. Reaction SMILES: [Br:1][c:2]1[c:3]([O:12][SiH:13]([CH3:14])[CH3:15])[cH:4][c:5]([C:8]([CH3:9])([CH3:10])[CH3:11])[cH:6][cH:7]1.[C:17]([c:18]1[cH:19][cH:20][cH:21][cH:22][cH:23]1)(=[O:24])[N:25]1[CH2:26][CH:27]2[CH2:28][CH2:29][C:30](=[O:35])[CH2:31][CH:32]2[CH2:33][CH2:34]1.[CH2:40]1[O:41][CH2:42][CH2:43][CH2:44]1.[Cl-:36].[Mg:16].[NH4+:37].[Na+:39].[OH-:38]>>[c:2]1([C:30]2([OH:35])[CH2:29][CH2:28][CH:27]3[CH2:26][N:25]([C:17]([c:18]4[cH:19][cH:20][cH:21][cH:22][cH:23]4)=[O:24])[CH2:34][CH2:33][CH:32]3[CH2:31]2)[c:3]([O:12][SiH:13]([CH3:14])[CH3:15])[cH:4][c:5]([C:8]([CH3:9])([CH3:10])[CH3:11])[cH:6][cH:7]1. Starting materials: [Br-], C1CCOC1, CC[Mg+], CC(C)[O-], CC(C)[O-], CC(C)[O-], CC(C)[O-], [Cl-], [NH4+], O, [Ti+4], O=C(C1CCCN1Cc1ccccc1)N1CCCC1. The product is c1ccc(CN2CCCC2C2(N3CCCC3)CC2)cc1. RXN SMILES: [Br-:6].[CH2:1]1[CH2:2][CH2:5][CH2:4][O:3]1.[CH2:7]([Mg+:8])[CH3:9].[CH3:32][CH:33]([CH3:34])[O-:35].[CH3:37][CH:38]([CH3:39])[O-:40].[CH3:41][CH:42]([CH3:43])[O-:44].[CH3:45][CH:46]([CH3:47])[O-:48].[Cl-:29].[NH4+:30].[OH2:31].[Ti+4:36].[c:10]1([CH2:16][N:17]2[CH:18]([C:22](=[O:23])[N:24]3[CH2:25][CH2:26][CH2:27][CH2:28]3)[CH2:19][CH2:20][CH2:21]2)[cH:11][cH:12][cH:13][cH:14][cH:15]1>>[CH2:1]1[CH2:2][C:22]1([CH:18]1[N:17]([CH2:16][c:10]2[cH:11][cH:12][cH:13][cH:14][cH:15]2)[CH2:21][CH2:20][CH2:19]1)[N:24]1[CH2:25][CH2:26][CH2:27][CH2:28]1. Reactants: ClC1=CC=C(OC2=CC=C(C=C2)CC(=S)O)C=C1 (4-(4-chlorophenoxy)-phenylthioacetic acid), NCCO (2-amino-ethanol). The product is OCCNC(CC1=CC=C(C=C1)OC1=CC=C(C=C1)Cl)=S (N-Hydroxyethyl-4-(4-chlorophenoxy)-phenylthioacetamide). Reaction SMILES: [Cl:1][C:2]1[CH:18]=[CH:17][C:5]([O:6][C:7]2[CH:12]=[CH:11][C:10]([CH2:13][C:14](O)=[S:15])=[CH:9][CH:8]=2)=[CH:4][CH:3]=1.[NH2:19][CH2:20][CH2:21][OH:22]>>[OH:22][CH2:21][CH2:20][NH:19][C:14](=[S:15])[CH2:13][C:10]1[CH:11]=[CH:12][C:7]([O:6][C:5]2[CH:17]=[CH:18][C:2]([Cl:1])=[CH:3][CH:4]=2)=[CH:8][CH:9]=1. Reported procedure: On subjecting the acid of Example 10 to an amidification reaction with 2-amino-ethanol in accordance with the working method described in Example 7, CRL 40,272 is obtained. Reactants: CCOC(=O)c1cn(-c2ccccc2)nc1C(F)(F)F, CO, [Na+], [OH-]. Product: O=C(O)c1cn(-c2ccccc2)nc1C(F)(F)F. RXN SMILES: [CH2:1]([CH3:2])[O:3][C:4](=[O:5])[c:6]1[c:7]([C:17]([F:18])([F:19])[F:20])[n:8][n:9](-[c:11]2[cH:12][cH:13][cH:14][cH:15][cH:16]2)[cH:10]1.[CH3:23][OH:24].[Na+:22].[OH-:21]>>[O:3]=[C:4]([OH:5])[c:6]1[c:7]([C:17]([F:18])([F:19])[F:20])[n:8][n:9](-[c:11]2[cH:12][cH:13][cH:14][cH:15][cH:16]2)[cH:10]1. Starting materials: FC1=C(C=C(C=O)C=C1)I (4-fluoro-3-iodobenzaldehyde), C1CC(=O)CC1=O (1,3 cyclopentadione), NC1=CC(NN1C)=O (5-amino-1-methyl-1,2-dihydropyrazol-3-one). The product is FC1=C(C=C(C=C1)C1C2=C(NC3=C1C(NN3C)=O)CCC2=O)I (4-(4-fluoro-3-iodophenyl)-1-methyl-1,2,4,6,7,8-hexahydrocyclopenta[b]pyrazolo[4,3-e]pyridine-3,5-dione). Isolated yield 63.5%. Reaction SMILES: [F:1][C:2]1[CH:9]=[CH:8][C:5]([CH:6]=O)=[CH:4][C:3]=1[I:10].[CH2:11]1[C:16](=O)[CH2:15][C:13](=[O:14])[CH2:12]1.[NH2:18][C:19]1[N:23]([CH3:24])[NH:22][C:21](=[O:25])[CH:20]=1>>[F:1][C:2]1[CH:9]=[CH:8][C:5]([CH:6]2[C:20]3[C:21](=[O:25])[NH:22][N:23]([CH3:24])[C:19]=3[NH:18][C:16]3[CH2:11][CH2:12][C:13](=[O:14])[C:15]2=3)=[CH:4][C:3]=1[I:10]. Procedure details: 4-Fluoro-3-iodobenzaldehyde (0.25 g, 1.0 mmol) from Example 12C, 1,3 cyclopentadione (0.1 g, 1.0 mmol) and 5-amino-1-methyl-1,2-dihydropyrazol-3-one (0.11 g, 1.0 mmol) were processed as described in Example 1 to provide 0.27 g of the title compound.